This data is from the Open Reaction Database (ORD), a public repository of structured organic reaction records. The task is: describe an organic reaction: reactants, conditions, products, and yield Reactants: CCc1cc([N+](=O)[O-])c(OC)cc1F, CS(=O)(=O)CCC1CCNCC1, CS(C)=O, [K+], [K+], O=C([O-])[O-], O. Yields the product CCc1cc([N+](=O)[O-])c(OC)cc1N1CCC(CCS(C)(=O)=O)CC1. RXN SMILES: [CH2:1]([CH3:2])[c:3]1[c:4]([F:14])[cH:5][c:6]([O:12][CH3:13])[c:7]([N+:9](=[O:10])[O-:11])[cH:8]1.[CH3:15][S:16](=[O:17])(=[O:18])[CH2:19][CH2:20][CH:21]1[CH2:22][CH2:23][NH:24][CH2:25][CH2:26]1.[CH3:33][S:34]([CH3:35])=[O:36].[K+:27].[K+:28].[O-:29][C:30]([O-:31])=[O:32].[OH2:37]>>[CH2:1]([CH3:2])[c:3]1[c:4]([N:24]2[CH2:23][CH2:22][CH:21]([CH2:20][CH2:19][S:16]([CH3:15])(=[O:17])=[O:18])[CH2:26][CH2:25]2)[cH:5][c:6]([O:12][CH3:13])[c:7]([N+:9](=[O:10])[O-:11])[cH:8]1. The reactants are BrB(Br)Br, C1=CCCCC1, COc1ccc(-c2c3cccc(F)c3nn2C2CCCC2)cc1, ClCCl, O. The product is Oc1ccc(-c2c3cccc(F)c3nn2C2CCCC2)cc1. RXN SMILES: [B:30]([Br:31])([Br:32])[Br:33].[CH2:24]1[CH2:25][CH:26]=[CH:27][CH2:28][CH2:29]1.[CH:1]1([n:6]2[n:7][c:8]3[c:9]([F:23])[cH:10][cH:11][cH:12][c:13]3[c:14]2-[c:15]2[cH:16][cH:17][c:18]([O:21][CH3:22])[cH:19][cH:20]2)[CH2:2][CH2:3][CH2:4][CH2:5]1.[Cl:35][CH2:36][Cl:37].[OH2:34]>>[CH:1]1([n:6]2[n:7][c:8]3[c:9]([F:23])[cH:10][cH:11][cH:12][c:13]3[c:14]2-[c:15]2[cH:16][cH:17][c:18]([OH:21])[cH:19][cH:20]2)[CH2:2][CH2:3][CH2:4][CH2:5]1. The reactants are CC(=O)c1ccncc1, CCO, Cc1ccccc1C(=O)NN. Product: CC(=NNC(=O)c1ccccc1C)c1ccncc1. RXN SMILES: [C:1]([CH3:2])(=[O:3])[c:4]1[cH:5][cH:6][n:7][cH:8][cH:9]1.[CH3:21][CH2:22][OH:23].[c:10]1([CH3:20])[c:11]([C:16](=[O:17])[NH:18][NH2:19])[cH:12][cH:13][cH:14][cH:15]1>>[C:1]([CH3:2])([c:4]1[cH:5][cH:6][n:7][cH:8][cH:9]1)=[N:19][NH:18][C:16]([c:11]1[c:10]([CH3:20])[cH:15][cH:14][cH:13][cH:12]1)=[O:17]. The reactants are O=C(O)C=Cc1ccc(-c2nc3c(=O)n(CC4CCCCC4)c(=O)n(CC4CCCCC4)c3[nH]2)cc1, CN(C)C=O. The product is O=C(O)CCc1ccc(-c2nc3c(=O)n(CC4CCCCC4)c(=O)n(CC4CCCCC4)c3[nH]2)cc1. RXN SMILES: [CH:1]1([CH2:7][n:8]2[c:9](=[O:36])[n:10]([CH2:29][CH:30]3[CH2:31][CH2:32][CH2:33][CH2:34][CH2:35]3)[c:11]3[nH:12][c:13](-[c:18]4[cH:19][cH:20][c:21]([CH:22]=[CH:23][C:24](=[O:25])[OH:26])[cH:27][cH:28]4)[n:14][c:15]3[c:16]2=[O:17])[CH2:2][CH2:3][CH2:4][CH2:5][CH2:6]1.[O:37]=[CH:38][N:39]([CH3:40])[CH3:41]>>[CH:1]1([CH2:7][n:8]2[c:9](=[O:36])[n:10]([CH2:29][CH:30]3[CH2:31][CH2:32][CH2:33][CH2:34][CH2:35]3)[c:11]3[nH:12][c:13](-[c:18]4[cH:19][cH:20][c:21]([CH2:22][CH2:23][C:24](=[O:25])[OH:26])[cH:27][cH:28]4)[n:14][c:15]3[c:16]2=[O:17])[CH2:2][CH2:3][CH2:4][CH2:5][CH2:6]1. Starting materials: dihydro-1H-3,5(2H,6H)dioxopyrrolizidine, CC(C)(C)OC([C@@H](N)CC(C)C)=O (L-Leucine 1,1-dimethylethyl ester), C(C)#N (acetonitrile). Conditions: temperature 80 celsius. Product: O=C(CCC1NC(CC1)=O)N[C@@H](CC(C)C)C(=O)OC(C)(C)C (N-[1-oxo-3-(5-oxo-2-pyrrolidinyl)-propyl]-L-leucine, 1,1-dimethylethyl ester). Reaction SMILES: [CH3:1][C:2]([O:5][C:6](=[O:13])[C@H:7]([CH2:9][CH:10]([CH3:12])[CH3:11])[NH2:8])([CH3:4])[CH3:3].[C:14](#[N:16])[CH3:15]>>[O:5]=[C:2]([NH:8][C@H:7]([C:6]([O:5][C:2]([CH3:1])([CH3:3])[CH3:4])=[O:13])[CH2:9][CH:10]([CH3:11])[CH3:12])[CH2:1][CH2:15][CH:14]1[CH2:9][CH2:7][C:6](=[O:13])[NH:16]1. Reported procedure: A solution of 7.0 g (0.05 mol) of dihydro-1H-3,5(2H,6H)dioxopyrrolizidine in 150 ml of acetonitrile is treated with 14.05 g (0.075 mol) L-Leucine 1,1-dimethylethyl ester. The mixture is refluxed 24 hours. The solution is concentrated under reduced pressure and the resulting oil is chromatographed over silica gel using elution with 2.5% methanol in dichloromethane. After concentration at reduced pressure, the oil is rechromatographed over silica gel using 19:1 dichloromethane:methanol. The eluate...